From a dataset of the Open Reaction Database (ORD), a public repository of structured organic reaction records. describe an organic reaction: reactants, conditions, products, and yield Starting materials: C(C)OC(C(=CN(C)C)N1C=NC=C1)=O (3-(Dimethylamino)-2-(1H-imidazol-1-yl)acrylic acid ethyl ester), N(N)C1=NC=NC(=C1)N1CCCCC1 (4-Hydrazino-6-piperidin-1-ylpyrimidine), C1(=CC=C(C=C1)S(=O)(=O)O)C (p-toluenesulfonic acid). Run in C(C)(=O)OCC (ethyl acetate). Run at time 16 hour. The product is N1(C=NC=C1)C=1C(N(NC1)C1=NC=NC(=C1)N1CCCCC1)=O (4-(1H-Imidazol-1-yl)-2-(6-piperidin-1-ylpyrimidin-4-yl)-1,2-dihydro-3H-pyrazol-3-one). As a reaction SMILES: C(O[C:4](=[O:15])[C:5]([N:10]1[CH:14]=[CH:13][N:12]=[CH:11]1)=[CH:6][N:7](C)C)C.[NH:16]([C:18]1[CH:23]=[C:22]([N:24]2[CH2:29][CH2:28][CH2:27][CH2:26][CH2:25]2)[N:21]=[CH:20][N:19]=1)N.C1(C)C=CC(S(O)(=O)=O)=CC=1>C(OCC)(=O)C>[N:10]1([C:5]2[C:4](=[O:15])[N:16]([C:18]3[CH:23]=[C:22]([N:24]4[CH2:25][CH2:26][CH2:27][CH2:28][CH2:29]4)[N:21]=[CH:20][N:19]=3)[NH:7][CH:6]=2)[CH:14]=[CH:13][N:12]=[CH:11]1. Procedure details: 5.5 g (26.3 mmol) of the compound from Example 42A and 6.1 g (31.5 mmol) of the compound from Example 8A are dissolved in 55 ml ethyl acetate and 1.2 g (10.5 mmol) p-toluenesulfonic acid are added. The mixture is heated to the reflux and is stirred at this temperature for 16 h. After cooling to RT, the precipitate is filtered off and washed with ethyl acetate. The solid is dissolved in 50 ml water and the solution is adjusted to pH 7 with 1 N hydrochloric acid. The precipitate is filtered off, w... The reactants are COC(CC1=C(C=CC(=C1)OC)Cl)=O (2-Chloro-5-methoxy-benzeneacetic acid methyl ester), CO (Methanol), C(=O)([O-])C(O)C(O)C(=O)[O-].[Na+].[K+] (potassium sodium tartrate), [H-].C(C(C)C)[Al+]CC(C)C (Diisobutylaluminium hydride). Solvent: C1(=CC=CC=C1)C (toluene). Run at temperature -78 celsius, time 45 minute. The product is ClC1=C(C=C(C=C1)OC)C(C=O)C (2-(2-Chloro-5-methoxy-phenyl)-propionaldehyde), oil. Isolated yield 96.0%. Reaction SMILES: CO[C:3](=[O:14])[CH2:4][C:5]1[CH:10]=[C:9]([O:11][CH3:12])[CH:8]=[CH:7][C:6]=1[Cl:13].[H-].[CH2:16]([Al+]CC(C)C)C(C)C.CO.C(C(C(C([O-])=O)O)O)([O-])=O.[Na+].[K+]>C1(C)C=CC=CC=1>[Cl:13][C:6]1[CH:7]=[CH:8][C:9]([O:11][CH3:12])=[CH:10][C:5]=1[CH:4]([CH3:16])[CH:3]=[O:14] |f:1.2,4.5.6|. Procedure details: 2-Chloro-5-methoxy-benzeneacetic acid methyl ester (850 mg) was dissolved in toluene (40 mL) and cooled to −78° C. Diisobutylaluminium hydride (20% in toluene, 3.69 mL) was added over a period of 15 minutes. Stirring was continued for 45 minutes at −78° C. Methanol (2 mL) was added followed by 1M potassium sodium tartrate solution (10 mL). The cooling bath was removed and the mixture was allowed to warm to r.t. The mixture was diluted with water and extracted with ethyl acetate. The organic laye... Starting materials: N1N=CC=C1 (pyrazole), [Li+].C(F)(F)(F)S(=O)(=O)[N-]S(=O)(=O)C(F)(F)F (LiTFSI). Reaction conditions: temperature 30 celsius, time 5 hour. Yields the product N1N=CC=C1.[Li+].C(F)(F)(F)S(=O)(=O)[N-]S(=O)(=O)C(F)(F)F (pyrazole LiTFSI). Isolated yield 137.4%. Reaction SMILES: [NH:1]1[CH:5]=[CH:4][CH:3]=[N:2]1.[Li+:6].[C:7]([S:11]([N-:14][S:15]([C:18]([F:21])([F:20])[F:19])(=[O:17])=[O:16])(=[O:13])=[O:12])([F:10])([F:9])[F:8]>>[NH:1]1[CH:5]=[CH:4][CH:3]=[N:2]1.[Li+:6].[C:18]([S:15]([N-:14][S:11]([C:7]([F:10])([F:9])[F:8])(=[O:13])=[O:12])(=[O:16])=[O:17])([F:20])([F:19])[F:21] |f:1.2,3.4.5|. Procedure: 2.13 g of purified pyrazole and 3 g of LiTFSI were put into a round bottom flask and slowly stirred for 5 hours under a nitrogen circumstance of 30° C., thereby obtaining 5.1 g of pyrazole-LiTFSI eutectic mixture.